This data is from the Open Reaction Database (ORD), a public repository of structured organic reaction records. The task is: describe an organic reaction: reactants, conditions, products, and yield Reactants: ClC1=CC=C(CC(C(=O)N)=C)C=C1 ((4-chlorobenzyl)acrylamide), ClC=1N=CNC1Cl (4,5-dichloroimidazole), [OH-].C(C1=CC=CC=C1)[N+](C)(C)C (benzyltrimethylammonium hydroxide). Run in N1=CC=CC=C1 (pyridine). The product is ClC1=CC=C(CNC(CCN2C=NC(=C2Cl)Cl)=O)C=C1 (N-(4-chlorobenzyl)-3-(4,5-dichloroimidazol-1-yl)propionamide). RXN SMILES: [Cl:1][C:2]1[CH:13]=[CH:12][C:5]([CH2:6]C(=C)C(N)=O)=[CH:4][CH:3]=1.[Cl:14][C:15]1[N:16]=[CH:17][NH:18][C:19]=1[Cl:20].[OH-:21].[CH2:22]([N+:29](C)(C)C)[C:23]1C=CC=C[CH:24]=1>N1C=CC=CC=1>[Cl:1][C:2]1[CH:3]=[CH:4][C:5]([CH2:6][NH:29][C:22](=[O:21])[CH2:23][CH2:24][N:16]2[C:15]([Cl:14])=[C:19]([Cl:20])[N:18]=[CH:17]2)=[CH:12][CH:13]=1 |f:2.3|. Procedure details: A mixture of N-[-(4-chlorobenzyl)acrylamide (Example V) (3.9 g), 4,5-dichloroimidazole (2.7 g), benzyltrimethylammonium hydroxide (Triton B) (0.20 ml of 40% solution in methanol) and pyridine (13 ml) was boiled under reflux for 8 hours. The mixture was evaporated down under reduced pressure and the residue dissolved in dichloro-methane (100 ml). This solution was washed with water (3×100 ml) and then extracted with 5M hydrochloric acid (3×50 ml). The combined acid extracts were basified with 5M ... The reactants are hydrochloride salt, CC1=CC=C(C=C1)S(=O)(=O)OCC1OC2=C(C1)C=C(C=C2C2=CC(=CC=C2)Cl)C ((±)-[7-(3-chlorophenyl) 5-methyl-2,3-dihydro-1-benzofuran-2-yl]methyl 4-methylbenzenesulfonate), CN (methylamine). Product: ClC=1C=C(C=CC1)C1=CC(=CC=2CC(OC21)CNC)C ((±)-{[7-(3-chlorophenyl)-5-methyl-2,3-dihydro-1-benzofuran-2-yl]methyl}methylamine). Reaction SMILES: CC1C=CC(S(O[CH2:12][CH:13]2[CH2:17][C:16]3[CH:18]=[C:19]([CH3:29])[CH:20]=[C:21]([C:22]4[CH:27]=[CH:26][CH:25]=[C:24]([Cl:28])[CH:23]=4)[C:15]=3[O:14]2)(=O)=O)=CC=1.[CH3:30][NH2:31]>>[Cl:28][C:24]1[CH:23]=[C:22]([C:21]2[C:15]3[O:14][CH:13]([CH2:12][NH:31][CH3:30])[CH2:17][C:16]=3[CH:18]=[C:19]([CH3:29])[CH:20]=2)[CH:27]=[CH:26][CH:25]=1. Procedure: The title compound was prepared (0.016 g, 13%) following the general procedure of Example 390 as a white solid, hydrochloride salt from (±)-[7-(3-chlorophenyl) 5-methyl-2,3-dihydro-1-benzofuran-2-yl]methyl 4-methylbenzenesulfonate (0.16 g, 0.37 mmol) and methylamine (0.115 g, 3.7 mmol). mp 181-182° C. Starting materials: C(CCC)[Li] (n-butyllithium), COC=1C=CC2=C(OC3=C(N2C)C=CC(=C3)OC)C1CO (3,7-dimethoxy-10-methyl-10H-dibenzo[b,e][1,4]oxazine-4-methanol), O1CCCC1 (tetrahydrofuran), 2-(methoxyethoxy)methyl chloride, [Cl-].[NH4+] (ammonium chloride), C(C)OCC (diethyl ether). Run at time 30 minute. Yields the product COC=1C=CC2=C(OC3=C(N2C)C=CC(=C3)OC)C1COCOCCOC (3,7-dimethoxy-4-[[(2-methoxyethoxy)methoxy]methyl]-10-methyl-10H-dibenzo[b,e][1,4]oxazine). The yield is 95.8%. Reaction SMILES: C([Li])CCC.[CH3:6][O:7][C:8]1[CH:9]=[CH:10][C:11]2[N:16]([CH3:17])[C:15]3[CH:18]=[CH:19][C:20]([O:22][CH3:23])=[CH:21][C:14]=3[O:13][C:12]=2[C:24]=1[CH2:25][OH:26].[Cl-].[NH4+].[CH2:29]([O:31][CH2:32][CH3:33])C.[O:34]1CCC[CH2:35]1>>[CH3:6][O:7][C:8]1[CH:9]=[CH:10][C:11]2[N:16]([CH3:17])[C:15]3[CH:18]=[CH:19][C:20]([O:22][CH3:23])=[CH:21][C:14]=3[O:13][C:12]=2[C:24]=1[CH2:25][O:26][CH2:35][O:34][CH2:33][CH2:32][O:31][CH3:29] |f:2.3|. Reported procedure: 8.6 ml of n-butyllithium solution (1.6M in hexane) were added dropwise at -78° to a solution of 3.3 g (11.49 mmol) of 3,7-dimethoxy-10-methyl-10H-dibenzo[b,e][1,4]oxazine-4-methanol in 33 ml of absolute tetrahydrofuran, whereby a white precipitate formed. The reaction mixture was brought to 0°, stirred for 30 minutes, treated at 0° with 1.96 ml (1.5 eq.) of 2-(methoxyethoxy)methyl chloride, stirred at room temperature for 1 hour and then poured into ice, saturated ammonium chloride solution and ...